From a dataset of the Open Reaction Database (ORD), a public repository of structured organic reaction records. describe an organic reaction: reactants, conditions, products, and yield The reactants are CCN(CC)S(F)(F)F, ClCCl, C=CCCC(O)c1cccc(I)c1. The product is C=CCCC(F)c1cccc(I)c1. RXN SMILES: [CH2:14]([N:15]([S:16]([F:17])([F:18])[F:20])[CH2:19][CH3:21])[CH3:22].[CH2:23]([Cl:24])[Cl:25].[I:1][c:2]1[cH:3][c:4]([CH:8]([CH2:9][CH2:10][CH:11]=[CH2:12])[OH:13])[cH:5][cH:6][cH:7]1>>[I:1][c:2]1[cH:3][c:4]([CH:8]([CH2:9][CH2:10][CH:11]=[CH2:12])[F:20])[cH:5][cH:6][cH:7]1. Starting materials: ClC1=C(C(=O)OC(C)C)C=C(C(=C1)F)NC(=O)NC1=C(SCC1)C(=O)OC (isopropyl 2-chloro-4-fluoro-5-{3-[2-(methoxycarbonyl)-4,5-dihydro-thien-3-yl]ureido}-benzoate), [Na] (sodium). Run in C(C)(C)O.CN(C=O)C (isopropanol dimethylformamide). Product: ClC1=C(C(=O)OC(C)C)C=C(C(=C1)F)N1C(NC2=C(C1=O)SCC2)=O (isopropyl 2-chloro-4-fluoro-5-{1,4,6,7-tetrahydro-2,4-dioxo-thieno[3,2-d]pyrimidin-3(2H)-yl}-benzoate). Reaction SMILES: [Cl:1][C:2]1[CH:13]=[C:12]([F:14])[C:11]([NH:15][C:16]([NH:18][C:19]2[CH2:23][CH2:22][S:21][C:20]=2[C:24](OC)=[O:25])=[O:17])=[CH:10][C:3]=1[C:4]([O:6][CH:7]([CH3:9])[CH3:8])=[O:5].[Na]>C(O)(C)C.CN(C)C=O>[Cl:1][C:2]1[CH:13]=[C:12]([F:14])[C:11]([N:15]2[C:24](=[O:25])[C:20]3[S:21][CH2:22][CH2:23][C:19]=3[NH:18][C:16]2=[O:17])=[CH:10][C:3]=1[C:4]([O:6][CH:7]([CH3:8])[CH3:9])=[O:5] |f:2.3,^1:27|. Procedure: using isopropyl 2-chloro-4-fluoro-5-{3-[2-(methoxycarbonyl)-4,5-dihydro-thien-3-yl]ureido}-benzoate with sodium isopropylate in an isopropanol/dimethylformamide mixture there is obtained isopropyl 2-chloro-4-fluoro-5-{1,4,6,7-tetrahydro-2,4-dioxo-thieno[3,2-d]pyrimidin-3(2H)-yl}-benzoate, m.p. 252°-254° C., Reaction SMILES: [C:1](OCC)(=O)[CH2:2][C:3]([O:5][CH2:6][CH3:7])=[O:4].C1(C)C=CC(S(O)(=O)=O)=CC=1.[NH2:23][C:24]1[CH:29]=[CH:28][CH:27]=[C:26]([C:30]([F:33])([F:32])[F:31])[C:25]=1[OH:34]>CC1C=CC(C)=CC=1>[CH2:6]([O:5][C:3](=[O:4])[CH2:2][C:1]1[O:34][C:25]2[C:26]([C:30]([F:31])([F:32])[F:33])=[CH:27][CH:28]=[CH:29][C:24]=2[N:23]=1)[CH3:7]. Run in CC=1C=CC(=CC1)C (p-xylene). Starting materials: NC1=C(C(=CC=C1)C(F)(F)F)O (2-amino-6-trifluoromethyl-phenol), ( 22b ), ( 22a ), C(CC(=O)OCC)(=O)OCC (diethyl malonate), C1(=CC=C(C=C1)S(=O)(=O)O)C (p-toluenesulfonic acid). Product: C(C)OC(CC=1OC2=C(N1)C=CC=C2C(F)(F)F)=O ((7-trifluoromethyl-benzooxazol-2-yl)-acetic acid ethyl ester). Procedure details: 2-Nitro-6-trifluoromethyl-phenol (1.8 g) (J. Org. Chem. 1962, 27, 4660-4662) was dissolved in MeOH (20 ml) prior to the addition of 10% Pd/C (1.0 g). The reaction was placed on a Parr aparatus under hydrogen at 60 psi for 4 h. The palladium was filtered off and the solution was concentrated to give 2-amino-6-trifluoromethyl-phenol (1.1 g): 1H NMR (CD3OD, δ ppm, 300 mHz) 6.78 (m, 2H), 6.90 (d, 1H). (22b) A portion (200 mg) of the above derivative (22a) was dissolved in p-xylene prior to the addit... The reactants are [OH-].[Na+] (sodium hydroxide), Cl.ClC=1C=C(C=CC1)N1CCNCC1 (1-(3-chlorophenyl)piperazine hydrochloride), BrCCCCl (1-bromo-3-chloropropane), Cl (hydrochloric acid), [OH-].[Na+] (sodium hydroxide), Cl.ClCCCN1CCN(CC1)C1=CC(=CC=C1)Cl (1-(3-chloropropyl)-4-(3-chlorophenyl)piperazine hydrochloride), hydrochloride salt. Solvent: CC(=O)C (acetone), O (water). Reaction conditions: time 16 hour. The product is ClCCCN1CCN(CC1)C1=CC(=CC=C1)Cl (1-(3-chloropropyl)-4-(3-chlorophenyl)piperazine). As a reaction SMILES: [OH-].[Na+].Cl.ClC1C=C(N2CCNCC2)C=CC=1.BrCCCCl.Cl.Cl.[Cl:24][CH2:25][CH2:26][CH2:27][N:28]1[CH2:33][CH2:32][N:31]([C:34]2[CH:39]=[CH:38][CH:37]=[C:36]([Cl:40])[CH:35]=2)[CH2:30][CH2:29]1>CC(C)=O.O>[Cl:24][CH2:25][CH2:26][CH2:27][N:28]1[CH2:33][CH2:32][N:31]([C:34]2[CH:39]=[CH:38][CH:37]=[C:36]([Cl:40])[CH:35]=2)[CH2:30][CH2:29]1 |f:0.1,2.3,6.7|. Procedure: A 50% sodium hydroxide solution (430.6 g., 5.333 mole) is added dropwise to a stirred solution of 1-(3-chlorophenyl)piperazine hydrochloride (502.0 g., 2.153 mole) and 1-bromo-3-chloropropane (339.0 g., 2.153 mole) in 435 ml. water and 535 ml. acetone while maintaining temperature of 0°-10° C. Stirring is continued for a 16 hr. period at room temperature and the upper organic phase then separated and concentrated under reduced pressure. The remaining residual oil is taken up in 500 ml. acetone, ...